From a dataset of the Open Reaction Database (ORD), a public repository of structured organic reaction records. describe an organic reaction: reactants, conditions, products, and yield Reactants: COC1=C(C=CC=C1)C1=CC(OC2=C1C=C(C=C2)C#N)(C)C (4-(2-methoxyphenyl)-2.2-dimethyl-2H-1-benzopyran-6-carbonitrile), CC(C#C)(OC1=CC=C(C#N)C=C1)C (4-(1,1-dimethyl-2-propynyloxy)benzonitrile), CC1(OC2=C(C(C1)C1=NC=CC=C1)C=C(C=C2)C(=O)O)C (3,4-dihydro-2,2-dimethyl-4-(2-pyridyl)-2H-1-benzopyran-6-carboxylic acid), C1(=CC=CC=C1)P(C1=CC=CC=C1)C1=CC=CC=C1 (triphenylphosphine). The reagents and catalysts are [Pd](Cl)Cl (palladium(II) chloride), [Cu]I (copper(I) iodide). Run in C(C)NCC (diethylamine). Conditions: time 48 hour. Yields the product CC(C#CC1=C(C=CC=C1)OC)(OC1=CC=C(C#N)C=C1)C (4-[1,1-dimethyl-3-(2-methoxyphenyl)-2-propynyloxy]benzonitrile). RXN SMILES: [CH3:1][O:2][C:3]1[CH:8]=[CH:7][CH:6]=[CH:5][C:4]=1[C:9]1[C:14]2[CH:15]=[C:16]([C:19]#[N:20])[CH:17]=[CH:18][C:13]=2[O:12][C:11]([CH3:22])([CH3:21])[CH:10]=1.CC1(C)CC(C2C=CC=CN=2)C2C=C(C(O)=O)C=CC=2O1.C1(P(C2C=CC=CC=2)C2C=CC=CC=2)C=CC=CC=1.CC(C)(OC1C=CC(C#N)=CC=1)C#C>C(NCC)C.[Pd](Cl)Cl.[Cu]I>[CH3:21][C:11]([CH3:22])([O:12][C:13]1[CH:14]=[CH:15][C:16]([C:19]#[N:20])=[CH:17][CH:18]=1)[C:10]#[C:9][C:4]1[CH:5]=[CH:6][CH:7]=[CH:8][C:3]=1[O:2][CH3:1]. Procedure: The 4-(2-methoxyphenyl)-2.2-dimethyl-2H-1-benzopyran-6-carbonitrile used as the starting material was prepared as follows: (A) 2.34 g of 2-iodoanisole were added at room temperature to a solution of 9 mg of palladium(II) chloride, 26 mg of o triphenylphosphine and 19 mg of copper(I) iodide in 25 ml of diethylamine. This mixture was treated with 1.85 g of 4-(1,1-dimethyl-2-propynyloxy)benzonitrile and the resulting mixture was stirred for 48 hours. The mixture was evaporated and the residue was d... Starting materials: COC(=O)C(Cc1ccc(Oc2ccnc(C)c2C)cc1)NC(=O)C1Cc2cc3c(cc2CN1)OC(c1ccc(OCc2ccc(Cl)c(Cl)c2)cc1)CO3, CC(N=C=O)c1ccccc1. Product: COC(=O)C(Cc1ccc(Oc2ccnc(C)c2C)cc1)NC(=O)C1Cc2cc3c(cc2CN1C(=O)NC(C)c1ccccc1)OC(c1ccc(OCc2ccc(Cl)c(Cl)c2)cc1)CO3. RXN SMILES: [CH3:1][O:2][C:3]([CH:4]([CH2:5][c:6]1[cH:7][cH:8][c:9]([O:12][c:13]2[c:14]([CH3:20])[c:15]([CH3:19])[n:16][cH:17][cH:18]2)[cH:10][cH:11]1)[NH:21][C:22](=[O:23])[CH:24]1[NH:25][CH2:26][c:27]2[cH:28][c:29]3[c:30]([cH:31][c:32]2[CH2:33]1)[O:34][CH2:35][CH:36]([c:38]1[cH:39][cH:40][c:41]([O:44][CH2:45][c:46]2[cH:47][c:48]([Cl:53])[c:49]([Cl:52])[cH:50][cH:51]2)[cH:42][cH:43]1)[O:37]3)=[O:54].[N:55](=[C:56]=[O:57])[CH:58]([CH3:59])[c:60]1[cH:61][cH:62][cH:63][cH:64][cH:65]1>>[CH3:1][O:2][C:3]([CH:4]([CH2:5][c:6]1[cH:7][cH:8][c:9]([O:12][c:13]2[c:14]([CH3:20])[c:15]([CH3:19])[n:16][cH:17][cH:18]2)[cH:10][cH:11]1)[NH:21][C:22](=[O:23])[CH:24]1[N:25]([C:56]([NH:55][CH:58]([CH3:59])[c:60]2[cH:61][cH:62][cH:63][cH:64][cH:65]2)=[O:57])[CH2:26][c:27]2[cH:28][c:29]3[c:30]([cH:31][c:32]2[CH2:33]1)[O:34][CH2:35][CH:36]([c:38]1[cH:39][cH:40][c:41]([O:44][CH2:45][c:46]2[cH:47][c:48]([Cl:53])[c:49]([Cl:52])[cH:50][cH:51]2)[cH:42][cH:43]1)[O:37]3)=[O:54].